From a dataset of the Open Reaction Database (ORD), a public repository of structured organic reaction records. describe an organic reaction: reactants, conditions, products, and yield Starting materials: c1ccc2c(c1)CCN2, CC(C)=O, Clc1nc(Cl)nc(Cl)n1, Cl, [Na+], [Na], [OH-], O=P(O)(O)O. Yields the product Clc1nc(Cl)nc(N2CCc3ccccc32)n1. As a reaction SMILES: [CH2:10]1[CH2:11][c:12]2[cH:13][cH:14][cH:15][cH:16][c:17]2[NH:18]1.[CH3:28][C:29](=[O:30])[CH3:31].[Cl:1][c:2]1[n:3][c:4]([Cl:5])[n:6][c:7]([Cl:8])[n:9]1.[ClH:19].[Na+:22].[Na:20].[OH-:21].[P:23](=[O:24])([OH:25])([OH:26])[OH:27]>>[c:2]1([N:18]2[CH2:10][CH2:11][c:12]3[cH:13][cH:14][cH:15][cH:16][c:17]32)[n:3][c:4]([Cl:5])[n:6][c:7]([Cl:8])[n:9]1. Reactants: COc1cc(CCNC(=O)C(NC(=O)OC(C)(C)C)C(C)C)ccc1O, C[O-], CO, Cc1ccc(S(=O)(=O)OCC#Cc2ccc(Cl)cc2)cc1, [Na+]. The product is COc1cc(CCNC(=O)C(NC(=O)OC(C)(C)C)C(C)C)ccc1OCC#Cc1ccc(Cl)cc1. Reaction SMILES: [CH3:1][C:2]([CH3:3])([O:4][C:5](=[O:6])[NH:7][CH:8]([C:9](=[O:10])[NH:11][CH2:12][CH2:13][c:14]1[cH:15][c:16]([O:21][CH3:22])[c:17]([OH:20])[cH:18][cH:19]1)[CH:23]([CH3:24])[CH3:25])[CH3:26].[CH3:48][O-:49].[CH3:51][OH:52].[Cl:27][c:28]1[cH:29][cH:30][c:31]([C:34]#[C:35][CH2:36][O:37][S:38]([c:39]2[cH:40][cH:41][c:42]([CH3:43])[cH:44][cH:45]2)(=[O:46])=[O:47])[cH:32][cH:33]1.[Na+:50]>>[CH3:1][C:2]([CH3:3])([O:4][C:5](=[O:6])[NH:7][CH:8]([C:9](=[O:10])[NH:11][CH2:12][CH2:13][c:14]1[cH:15][c:16]([O:21][CH3:22])[c:17]([O:20][CH2:36][C:35]#[C:34][c:31]2[cH:30][cH:29][c:28]([Cl:27])[cH:33][cH:32]2)[cH:18][cH:19]1)[CH:23]([CH3:24])[CH3:25])[CH3:26]. Reactants: C(C)(C)(C)OC(NC1C(NCCC1)=O)=O (tert-butyl(2-oxopiperidin-3-yl)carbamate), [H-].[Na+] (sodium hydride), O (water), IC (iodomethane). Run in CN(C)C=O (DMF). Conditions: time 30 minute. Yields the product C(C)(C)(C)OC(NC1C(N(CCC1)C)=O)=O (tert-butyl(1-methyl-2-oxopiperidin-3-yl)carbamate). Isolated yield 29.0%. Reaction SMILES: [C:1]([O:5][C:6](=[O:15])[NH:7][CH:8]1[CH2:13][CH2:12][CH2:11][NH:10][C:9]1=[O:14])([CH3:4])([CH3:3])[CH3:2].[H-].[Na+].I[CH3:19].O>CN(C=O)C>[C:1]([O:5][C:6](=[O:15])[NH:7][CH:8]1[CH2:13][CH2:12][CH2:11][N:10]([CH3:19])[C:9]1=[O:14])([CH3:4])([CH3:2])[CH3:3] |f:1.2|. Reported procedure: To a solution of tert-butyl(2-oxopiperidin-3-yl)carbamate (1714 mg) in DMF (20 mL) was added 60% sodium hydride (480 mg, containing mineral oil) under ice-cooling. The reaction mixture was stirred at room temperature for 30 min, and iodomethane (1703 mg) was added. The reaction mixture was stirred at room temperature overnight, water was added, and the mixture was extracted with ethyl acetate. The organic layer was separated, washed with water and saturated brine, dried over magnesium sulfate, a...